Dataset: the Open Reaction Database (ORD), a public repository of structured organic reaction records. Task: describe an organic reaction: reactants, conditions, products, and yield Reactants: CC(NC(=O)C(F)(F)F)C(O)c1ccc(OCc2ccccc2)c([N+](=O)[O-])c1, CCO, [Cl-], [NH4+], O, [Zn]. The product is CC(NC(=O)C(F)(F)F)C(O)c1ccc(OCc2ccccc2)c(N)c1. Reaction SMILES: [CH2:3]([c:4]1[cH:5][cH:6][cH:7][cH:8][cH:9]1)[O:10][c:11]1[c:12]([N+:28]([O-:29])=[O:30])[cH:13][c:14]([CH:17]([CH:18]([CH3:19])[NH:20][C:21]([C:22]([F:23])([F:24])[F:25])=[O:26])[OH:27])[cH:15][cH:16]1.[CH3:32][CH2:33][OH:34].[Cl-:1].[NH4+:2].[OH2:31].[Zn:35]>>[CH2:3]([c:4]1[cH:5][cH:6][cH:7][cH:8][cH:9]1)[O:10][c:11]1[c:12]([NH2:28])[cH:13][c:14]([CH:17]([CH:18]([CH3:19])[NH:20][C:21]([C:22]([F:23])([F:24])[F:25])=[O:26])[OH:27])[cH:15][cH:16]1. Starting materials: C1(CCCCC1)N1CC(C1)O (1-cyclohexyl-3-azetidinol), ClC1=C(C(=O)O)C=CC=N1 (2-chloronicotinic acid), [H-].[Na+] (sodium hydride). Solvent: CN(C=O)C (dimethylformamide), CN(C=O)C (dimethylformamide). Conditions: temperature 60 celsius, time 2 hour. Product: C1(CCCCC1)N1CC(C1)OC1=NC=CC=C1C(=O)[O-].[Na+] (Sodium 2-[(1-Cyclohexyl-3-azetidinyl)oxy]-3-pyridine carboxylate). The yield is 85.8%. As a reaction SMILES: [CH:1]1([N:7]2[CH2:10][CH:9]([OH:11])[CH2:8]2)[CH2:6][CH2:5][CH2:4][CH2:3][CH2:2]1.Cl[C:13]1[N:21]=[CH:20][CH:19]=[CH:18][C:14]=1[C:15]([OH:17])=[O:16].[H-].[Na+:23]>CN(C)C=O>[CH:1]1([N:7]2[CH2:8][CH:9]([O:11][C:13]3[C:14]([C:15]([O-:17])=[O:16])=[CH:18][CH:19]=[CH:20][N:21]=3)[CH2:10]2)[CH2:6][CH2:5][CH2:4][CH2:3][CH2:2]1.[Na+:23] |f:2.3,5.6|. Procedure: A solution of 105 g (0.68 mole) of 1-cyclohexyl-3-azetidinol and 106 g (0.68 mole) of 2-chloronicotinic acid in 400 ml of dry dimethylformamide was added at a rapid drop to 52 g (1.35 mole) of 60% sodium hydride/mineral oil suspended in 400 ml of dry dimethylformamide at 60° C. Mild exothermic reaction was noted. After stirring for 2 hr at 60° C., the mixture was filtered. The filter cake was washed with ethylacetate and dried at 80° C./2 mm to give 174 g (86%) of crude title compound. Reactants: C(C1=CC=CC=C1)OC1=CC=C(C(=O)O[C@@H](C(F)(F)F)CCCCCC)C=C1 ((R)-(+)-1,1,1-trifluoro-2-octyl 4-benzyloxybenzoate), [H][H] (hydrogen). Reagents/catalysts: [Pd] (Pd on carbon). Run in CO (methanol). Yields the product OC1=CC=C(C(=O)O[C@@H](C(F)(F)F)CCCCCC)C=C1 ((R)-(+)-1,1,1-trifluoro-2-octyl 4-hydroxybenzoate). Reaction SMILES: C([O:8][C:9]1[CH:28]=[CH:27][C:12]([C:13]([O:15][C@H:16]([CH2:21][CH2:22][CH2:23][CH2:24][CH2:25][CH3:26])[C:17]([F:20])([F:19])[F:18])=[O:14])=[CH:11][CH:10]=1)C1C=CC=CC=1.[H][H]>CO.[Pd]>[OH:8][C:9]1[CH:10]=[CH:11][C:12]([C:13]([O:15][C@H:16]([CH2:21][CH2:22][CH2:23][CH2:24][CH2:25][CH3:26])[C:17]([F:18])([F:19])[F:20])=[O:14])=[CH:27][CH:28]=1. Reported procedure: To a solution of the compound obtained in (1) above (3.8 g) in methanol (100 ml), was added 10% Pd on carbon (0.4 g). The mixture was subjected to hydrogenation in an atmosphere of hydrogen to obtain the titled compound (2.8 g).